Dataset: the Open Reaction Database (ORD), a public repository of structured organic reaction records. Task: describe an organic reaction: reactants, conditions, products, and yield Starting materials: ClCCCBr, O=C([O-])[O-], CC(C)=O, [K+], [K+], CCC(=O)c1ccc(O)cc1. The product is CCC(=O)c1ccc(OCCCCl)cc1. As a reaction SMILES: [Br:12][CH2:13][CH2:14][CH2:15][Cl:16].[C:17](=[O:18])([O-:19])[O-:20].[CH3:23][C:24](=[O:25])[CH3:26].[K+:21].[K+:22].[OH:1][c:2]1[cH:3][cH:4][c:5]([C:8]([CH2:9][CH3:10])=[O:11])[cH:6][cH:7]1>>[O:1]([c:2]1[cH:3][cH:4][c:5]([C:8]([CH2:9][CH3:10])=[O:11])[cH:6][cH:7]1)[CH2:13][CH2:14][CH2:15][Cl:16].